This data is from the Open Reaction Database (ORD), a public repository of structured organic reaction records. The task is: describe an organic reaction: reactants, conditions, products, and yield The reactants are CCO, CCOC(=O)Cc1cc([N+](=O)[O-])ccc1Cl, Cl, [Fe]. The product is CCOC(=O)Cc1cc(N)ccc1Cl. RXN SMILES: [CH3:18][CH2:19][OH:20].[Cl:1][c:2]1[c:3]([CH2:11][C:12](=[O:13])[O:14][CH2:15][CH3:16])[cH:4][c:5]([N+:8]([O-:9])=[O:10])[cH:6][cH:7]1.[ClH:17].[Fe:21]>>[Cl:1][c:2]1[c:3]([CH2:11][C:12](=[O:13])[O:14][CH2:15][CH3:16])[cH:4][c:5]([NH2:8])[cH:6][cH:7]1. The reactants are C1(CC1)C=1C(NC(=CC1)\C(=C\[C@@H]1NC(CC1)=O)\C1=CC(=C(C=C1)S(=O)(=O)C)F)=O (3-Cyclopropyl-6-{(E)-1-[3-fluoro-4-(methylsulfonyl)phenyl]-2-[(2R)-5-oxopyrrolidin-2-yl]ethenyl}pyridin-2(1H)-one), solution, C[O-].[Na+] (sodium methoxide), O (water), solution, C[O-].[Na+] (sodium methoxide), C1(CC1)C=1C(NC(=CC1)\C(=C\[C@@H]1NC(CC1)=O)\C1=CC(=C(C=C1)S(=O)(=O)C)F)=O (3-cyclopropyl-6-{(E)-1-[3-fluoro-4-(methylsulfonyl)phenyl]-2-[(2R)-5-oxopyrrolidin-2-yl]ethenyl}pyridin-2(1H)-one), solution, C[O-].[Na+] (sodium methoxide). Run in CO (methanol), CO (methanol), CO (methanol), CO (methanol), CO (methanol). Reaction conditions: temperature 70 celsius, time 30 minute. Yields the product C1(CC1)C=1C(NC(=CC1)\C(=C\[C@@H]1NC(CC1)=O)\C1=CC(=C(C=C1)S(=O)(=O)C)OC)=O (3-Cyclopropyl-6-{(E)-1-[3-methoxy-4-(methylsulfonyl)phenyl]-2-[(2R)-5-oxopyrrolidin-2-yl]ethenyl}pyridin-2(1H)-one). Yield: 65.0%. Reaction SMILES: [CH3:1][O-:2].[Na+].[CH:4]1([C:7]2[C:8](=[O:32])[NH:9][C:10](/[C:13](/[C:21]3[CH:26]=[CH:25][C:24]([S:27]([CH3:30])(=[O:29])=[O:28])=[C:23](F)[CH:22]=3)=[CH:14]/[C@H:15]3[CH2:19][CH2:18][C:17](=[O:20])[NH:16]3)=[CH:11][CH:12]=2)[CH2:6][CH2:5]1.O>CO>[CH:4]1([C:7]2[C:8](=[O:32])[NH:9][C:10](/[C:13](/[C:21]3[CH:26]=[CH:25][C:24]([S:27]([CH3:30])(=[O:29])=[O:28])=[C:23]([O:2][CH3:1])[CH:22]=3)=[CH:14]/[C@H:15]3[CH2:19][CH2:18][C:17](=[O:20])[NH:16]3)=[CH:11][CH:12]=2)[CH2:6][CH2:5]1 |f:0.1|. Reported procedure: A 28% solution of sodium methoxide in methanol (14 μL) was added to a solution of 3-cyclopropyl-6-{(E)-1-[3-fluoro-4-(methylsulfonyl)phenyl]-2-[(2R)-5-oxopyrrolidin-2-yl]ethenyl}pyridin-2(1H)-one obtained in Example 4-386 (10 mg) in methanol (0.5 mL), after which the mixture was stirred at 70° C. for 30 minutes. The reaction solution was left to cool to room temperature. 3-Cyclopropyl-6-{(E)-1-[3-fluoro-4-(methylsulfonyl)phenyl]-2-[(2R)-5-oxopyrrolidin-2-yl]ethenyl}pyridin-2(1H)-one (50 mg), met... The reactants are C1CCN2[C@H]1CNC1=C(C2=O)C=CC=C1 ((11aR)-1,2,3,10,11,11a-hexahydro-5H-pyrrolo[2,1-c][1,4]benzodiazepin-5-one), C1(=CC=CC=C1)C1=C(C(=O)NC2=CC=C(C(=O)O)C=C2)C=CC=C1 (4-[(2-phenylbenzoyl)amino]benzoic acid). Product: C1(=CC=CC=C1)C1=C(C(=O)NC2=CC=C(C(=O)N3C[C@@H]4N(C(C5=C3C=CC=C5)=O)CCC4)C=C2)C=CC=C1 ((11aR)-10-[4-[(2-Phenylbenzoyl) Amino]Benzoyl]-1,2,3,10,11, 11a-Hexahydro-5H-Pyrrolo[2,1-c][1,4]Benzodiazepin-5-One). The yield is 43.0%. Reaction SMILES: [CH2:1]1[C@@H:5]2[CH2:6][NH:7][C:8]3[CH:15]=[CH:14][CH:13]=[CH:12][C:9]=3[C:10](=[O:11])[N:4]2[CH2:3][CH2:2]1.[C:16]1([C:22]2[CH:39]=[CH:38][CH:37]=[CH:36][C:23]=2[C:24]([NH:26][C:27]2[CH:35]=[CH:34][C:30]([C:31](O)=[O:32])=[CH:29][CH:28]=2)=[O:25])[CH:21]=[CH:20][CH:19]=[CH:18][CH:17]=1>>[C:16]1([C:22]2[CH:39]=[CH:38][CH:37]=[CH:36][C:23]=2[C:24]([NH:26][C:27]2[CH:28]=[CH:29][C:30]([C:31]([N:7]3[C:8]4[CH:15]=[CH:14][CH:13]=[CH:12][C:9]=4[C:10](=[O:11])[N:4]4[CH2:3][CH2:2][CH2:1][C@@H:5]4[CH2:6]3)=[O:32])=[CH:34][CH:35]=2)=[O:25])[CH:21]=[CH:20][CH:19]=[CH:18][CH:17]=1. Reported procedure: The same procedures used in Example 25 were repeated using (11aR)-1,2,3,10,11,11a-hexahydro-5H-pyrrolo[2,1-c][1,4]benzodiazepin-5-one prepared in Reference Example 25 and 4-[(2-phenylbenzoyl)amino]benzoic acid to thus give the title compound. Yield 43.0%.